From a dataset of the Open Reaction Database (ORD), a public repository of structured organic reaction records. describe an organic reaction: reactants, conditions, products, and yield Reactants: C1(=CC=CC=C1)P(C1=CC=CC=C1)C1=CC=CC=C1 (triphenylphosphine), C(C1=CC=CC=C1)(=O)O (benzoic acid), [Si](C)(C)(C(C)(C)C)O[C@@H]1CO[C@H]2[C@@H]1OC[C@H]2O ((3R,3aR,6R,6aS)-6-((tert-butyldimethylsilyl)oxy)hexahydrofuro[3,2-b]furan-3-ol), CC(C)OC(=O)/N=N/C(=O)OC(C)C (DIAD), [OH-].[Na+] (NaOH), C([O-])(O)=O.[Na+] (sodium bicarbonate). The solvent is C1CCOC1 (THF). Conditions: time 10 minute. The product is [Si](C)(C)(C(C)(C)C)O[C@@H]1CO[C@H]2[C@@H]1OC[C@@H]2O ((3S,3aR,6R,6aS)-6-((tert-butyldimethylsilyl)oxy)hexahydrofuro[3,2-b]furan-3-ol). As a reaction SMILES: C1(P(C2C=CC=CC=2)C2C=CC=CC=2)C=CC=CC=1.C(O)(=O)C1C=CC=CC=1.[Si:29]([O:36][C@H:37]1[C@H:41]2[O:42][CH2:43][C@@H:44]([OH:45])[C@H:40]2[O:39][CH2:38]1)([C:32]([CH3:35])([CH3:34])[CH3:33])([CH3:31])[CH3:30].CC(OC(/N=N/C(OC(C)C)=O)=O)C.[OH-].[Na+].C(=O)(O)[O-].[Na+]>C1COCC1>[Si:29]([O:36][C@H:37]1[C@H:41]2[O:42][CH2:43][C@H:44]([OH:45])[C@H:40]2[O:39][CH2:38]1)([C:32]([CH3:35])([CH3:33])[CH3:34])([CH3:31])[CH3:30] |f:4.5,6.7|. Reported procedure: To a stirred solution of triphenylphosphine (542 mg, 2.066 mmol), benzoic acid (252 mg, 2.066 mmol), and (3R,3aR,6R,6aS)-6-((tert-butyldimethylsilyl)oxy)hexahydrofuro[3,2-b]furan-3-ol (538 mg, 2.066 mmol) in anhydrous THF (8.0 mL) under nitrogen at room temperature was added DIAD (0.40 mL, 418 mg, 2.066 mmol), dropwise, over 10 min. After stirring for 16 h at room temperature, the mixture was concentrated under reduced pressure. The resultant residue was chromatographed using a Biotage™ 50 g (2×... Reactants: O1CCCC=C1 (3,4-dihydro-2H-pyrane), S(O)(O)(=O)=O (sulfuric acid), C#CC1=CC=C(C=C1)O (poly(p-hydroxystyrene)). The solvent is COCCOC (1,2-dimethoxyethane). Yields the product O1C(CCCC1)OC1=CC=C(C=C)C=C1.OC1=CC=C(C=C)C=C1 (p-tetrahydropyranyloxystyrene p-hydroxystyrene). As a reaction SMILES: [CH:1]#[C:2][C:3]1[CH:8]=[CH:7][C:6]([OH:9])=[CH:5][CH:4]=1.[O:10]1[CH:15]=[CH:14][CH2:13][CH2:12][CH2:11]1.S(=O)(=O)(O)O>COCCOC>[O:10]1[CH2:15][CH2:14][CH2:13][CH2:12][CH:11]1[O:9][C:6]1[CH:7]=[CH:8][C:3]([CH:2]=[CH2:1])=[CH:4][CH:5]=1.[OH:9][C:6]1[CH:7]=[CH:8][C:3]([CH:2]=[CH2:1])=[CH:4][CH:5]=1 |f:4.5|. Procedure: 16.2 Grams of poly(p-hydroxystyrene) [Mw: about 15000, Mw/Mn: 1.14 (GPC method: polystyrene as standard); Nippon Soda Co., Ltd.] was dissolved in 180 ml of 1,2-dimethoxyethane, and 4.1 g of 3,4-dihydro-2H-pyrane and 0.7 ml of sulfuric acid were added thereto, followed by conducting a reaction at 30 to 40° C. for 15 hours with stirring. After the reaction, the resultant was concentrated under reduced pressure, and the residue was neutralized in sodium carbonate and poured into 2000 ml of water to... The reactants are CI, ClC(Cl)Cl, CC(=O)N(C)Nc1ccc(CCn2cnc3cc(-c4ccc(Cl)cc4)sc3c2=O)cc1, [H-], [Na+], CN(C)C=O. Yields the product CC(=O)N(C)N(C)c1ccc(CCn2cnc3cc(-c4ccc(Cl)cc4)sc3c2=O)cc1. RXN SMILES: [CH3:32][I:33].[CH:41]([Cl:42])([Cl:43])[Cl:44].[Cl:1][c:2]1[cH:3][cH:4][c:5](-[c:8]2[cH:9][c:10]3[n:11][cH:12][n:13]([CH2:18][CH2:19][c:20]4[cH:21][cH:22][c:23]([NH:26][N:27]([C:28]([CH3:29])=[O:30])[CH3:31])[cH:24][cH:25]4)[c:14](=[O:17])[c:15]3[s:16]2)[cH:6][cH:7]1.[H-:34].[Na+:35].[O:36]=[CH:37][N:38]([CH3:39])[CH3:40]>>[Cl:1][c:2]1[cH:3][cH:4][c:5](-[c:8]2[cH:9][c:10]3[n:11][cH:12][n:13]([CH2:18][CH2:19][c:20]4[cH:21][cH:22][c:23]([N:26]([N:27]([C:28]([CH3:29])=[O:30])[CH3:31])[CH3:32])[cH:24][cH:25]4)[c:14](=[O:17])[c:15]3[s:16]2)[cH:6][cH:7]1.